This data is from the Open Reaction Database (ORD), a public repository of structured organic reaction records. The task is: describe an organic reaction: reactants, conditions, products, and yield Starting materials: [Cu], O=N[O-], Nc1ccc(Oc2cc(-n3nnn(CCCF)c3=O)c(F)cc2Cl)cc1, [Na+], O, O=S(=O)(O)O, Cc1ccccc1, Cc1ccccc1C. The product is O=c1n(CCCF)nnn1-c1cc(Oc2ccc(O)cc2)c(Cl)cc1F. As a reaction SMILES: [Cu:52].[N:1](=[O:2])[O-:3].[NH2:5][c:6]1[cH:7][cH:8][c:9]([O:10][c:11]2[c:12]([Cl:28])[cH:13][c:14]([F:27])[c:15](-[n:17]3[n:18][n:19][n:20]([CH2:23][CH2:24][CH2:25][F:26])[c:21]3=[O:22])[cH:16]2)[cH:29][cH:30]1.[Na+:4].[OH2:31].[S:32](=[O:33])(=[O:34])([OH:35])[OH:36].[c:37]1([CH3:38])[cH:39][cH:40][cH:41][cH:42][cH:43]1.[c:44]1([CH3:45])[c:46]([CH3:47])[cH:48][cH:49][cH:50][cH:51]1>>[OH:2][c:6]1[cH:7][cH:8][c:9]([O:10][c:11]2[c:12]([Cl:28])[cH:13][c:14]([F:27])[c:15](-[n:17]3[n:18][n:19][n:20]([CH2:23][CH2:24][CH2:25][F:26])[c:21]3=[O:22])[cH:16]2)[cH:29][cH:30]1. Reactants: CS(=O)(=O)C (Dimethylsulfone), [H-].[Na+] (Sodium hydride), C(C=1C(N)=CC=CC1)(=O)OC (Methyl anthranilate), ice, Cl (HCl). Solvent: CS(=O)C (DMSO). Run at temperature 60 celsius, time 8 hour. Product: NC1=C(C=CC=C1)C(CS(=O)(=O)C)=O (1-(2-aminophenyl)-2-(methylsulfonyl)ethanone). The yield is 35.2%. As a reaction SMILES: [CH3:1][S:2]([CH3:5])(=[O:4])=[O:3].[H-].[Na+].[C:8](OC)(=[O:16])[C:9]1[C:10](=[CH:12][CH:13]=[CH:14][CH:15]=1)[NH2:11].Cl>CS(C)=O>[NH2:11][C:10]1[CH:12]=[CH:13][CH:14]=[CH:15][C:9]=1[C:8](=[O:16])[CH2:1][S:2]([CH3:5])(=[O:4])=[O:3] |f:1.2|. Procedure: Dimethylsulfone (120 g, 1.28 mol) was stirred in DMSO (350 mL). Sodium hydride (48 g of 60 wt % in mineral oil) was added in portions and the mixture heated to 60° C. Methyl anthranilate (48.3 g, 0.32 mol) was added dropwise over 3 hours while the temperature rose to 100° C. The mixture was poured into ice (500 mL) and concentrated HCl (100 mL) and the mixture stored at 4° C. overnight. The mixture was extracted with dichloromethane (3×400 mL), and the combined extracts were washed with saturate... The reactants are ClC=1C=CC2=C(C(=NCC(=N2)SC)C2=C(C=CC=C2)F)C1 (7-chloro-5-(2-fluorophenyl)-2-methylthio-3H-1,4-benzodiazepine), Cl.COC([C@@H](N)[C@H](O)C)=O (L-threonine methyl ester hydrochloride). Solvent: N1=CC=CC=C1 (pyridine). Product: ClC=1C=CC2=C(C(=NCC(=N2)NC(C(=O)OC)C(C)O)C2=C(C=CC=C2)F)C1 (methyl 2-[7-chloro-5-(2-fluorophenyl)-3H-1,4-benzodiazepin-2-ylamino]-3-hydroxy-butyrate). The yield is 58.5%. Reaction SMILES: [Cl:1][C:2]1[CH:3]=[CH:4][C:5]2[N:11]=[C:10](SC)[CH2:9][N:8]=[C:7]([C:14]3[CH:19]=[CH:18][CH:17]=[CH:16][C:15]=3[F:20])[C:6]=2[CH:21]=1.Cl.[CH3:23][O:24][C:25](=[O:31])[C@H:26]([C@@H:28]([CH3:30])[OH:29])[NH2:27]>N1C=CC=CC=1>[Cl:1][C:2]1[CH:3]=[CH:4][C:5]2[N:11]=[C:10]([NH:27][CH:26]([CH:28]([OH:29])[CH3:30])[C:25]([O:24][CH3:23])=[O:31])[CH2:9][N:8]=[C:7]([C:14]3[CH:19]=[CH:18][CH:17]=[CH:16][C:15]=3[F:20])[C:6]=2[CH:21]=1 |f:1.2|. Reported procedure: A solution of 22.0 g of 7-chloro-5-(2-fluorophenyl)-2-methylthio-3H-1,4-benzodiazepine and 20.0 g of L-threonine methyl ester hydrochloride in 200 ml of pyridine was stirred at 75° C. for 5 h. The solvent was removed in a vacuum and the residue was purified by chromatography on 800 g of silica gel with dichloromethane containing 5% methanol. There were obtained 16.3 g (59%) of methyl 2-[7-chloro-5-(2-fluorophenyl)-3H-1,4-benzodiazepin-2-ylamino]-3-hydroxy-butyrate as a diastereomer mixture which... The reactants are BrC1=CC(=C(OC(C(=O)NC2=CC=C(C=C2)C(C#CC)C(C(=O)OC)C(=O)OC)(C)C)C=C1)Cl (dimethyl 2-(1-{4-[2-(4-bromo-2-chlorophenoxy)-2-methylpropionylamino]phenyl}but-2-ynyl)malonate), Cl (HCl). Solvent: C(C)#N (acetonitrile), [OH-].[Na+] (sodium hydroxide). Product: BrC1=CC(=C(OC(C(=O)NC2=CC=C(C=C2)C(C#CC)C(C(=O)O)C(=O)O)(C)C)C=C1)Cl (2-(1-{4-[2-(4-Bromo-2-chlorophenoxy)-2-methylpropionylamino]phenyl}but-2-ynyl)-malonic Acid). As a reaction SMILES: [Br:1][C:2]1[CH:33]=[CH:32][C:5]([O:6][C:7]([CH3:31])([CH3:30])[C:8]([NH:10][C:11]2[CH:16]=[CH:15][C:14]([CH:17]([CH:21]([C:26]([O:28]C)=[O:27])[C:22]([O:24]C)=[O:23])[C:18]#[C:19][CH3:20])=[CH:13][CH:12]=2)=[O:9])=[C:4]([Cl:34])[CH:3]=1.Cl>C(#N)C.[OH-].[Na+]>[Br:1][C:2]1[CH:33]=[CH:32][C:5]([O:6][C:7]([CH3:30])([CH3:31])[C:8]([NH:10][C:11]2[CH:12]=[CH:13][C:14]([CH:17]([CH:21]([C:26]([OH:28])=[O:27])[C:22]([OH:24])=[O:23])[C:18]#[C:19][CH3:20])=[CH:15][CH:16]=2)=[O:9])=[C:4]([Cl:34])[CH:3]=1 |f:3.4|. Procedure details: A solution of 180 mg of dimethyl 2-(1-{4-[2-(4-bromo-2-chlorophenoxy)-2-methylpropionylamino]phenyl}but-2-ynyl)malonate in 5 ml of acetonitrile and 3.5 ml of 1 N sodium hydroxide solution (aq) was stirred at room temperature for 18 h. The reaction mixture was adjusted to pH=1 with 1 N HCl (aq) and then extracted with ethyl acetate. The organic phase was dried over MgSO4, filtered and concentrated under high vacuum. This gave 171 mg of 2-(1-{4-[2-(4-bromo-2-chlorophenoxy)-2-methylpropionylamino]p... RXN SMILES: C([Li])CCC.Br[C:7]1[CH:12]=[CH:11][CH:10]=[CH:9][C:8]=1[CH2:13][O:14][CH:15]1[CH2:20][CH2:19][CH2:18][CH2:17][CH2:16]1.[B:21](OC)([O:24]C)[O:22]C.[Cl-].[NH4+]>CCCCCC.O1CCCC1>[CH:15]1([O:14][CH2:13][C:8]2[CH:9]=[CH:10][CH:11]=[CH:12][C:7]=2[B:21]([OH:24])[OH:22])[CH2:20][CH2:19][CH2:18][CH2:17][CH2:16]1 |f:3.4|. Reaction conditions: time 2 hour. Run in CCCCCC (n-hexane), O1CCCC1 (tetrahydrofuran). Reactants: C(CCC)[Li] (n-butyllithium), BrC1=C(C=CC=C1)COC1CCCCC1 (1-bromo-2-[(cyclohexyloxy)methyl]benzene), [Cl-].[NH4+] (ammonium chloride), B(OC)(OC)OC (trimethyl borate). The product is C1(CCCCC1)OCC1=C(C=CC=C1)B(O)O (2-[(cyclohexyloxy)methyl]phenylboronic acid). Procedure: 31.2 ml of n-butyllithium (1.6 M) in solution in n-hexane are added dropwise at −70° C. to 13.45 g of 1-bromo-2-[(cyclohexyloxy)methyl]benzene, obtained in step 1.1, in solution in 150 ml of tetrahydrofuran. After 2 hours at −70° C., 10.2 ml of trimethyl borate are introduced dropwise and the temperature of the reaction medium is allowed to rise to −30° C. The medium is hydrolyzed with a saturated ammonium chloride solution, and then extracted with ethyl acetate and the organic phase is dried wi... Reactants: COC(=O)C(CC1CCCC1)N1Cc2c(cccc2C(F)(F)F)C1=O, Cl, [Li+], C1CCOC1, [OH-], O, O. The product is O=C(O)C(CC1CCCC1)N1Cc2c(cccc2C(F)(F)F)C1=O. RXN SMILES: [CH3:1][O:2][C:3]([CH:4]([CH2:5][CH:6]1[CH2:7][CH2:8][CH2:9][CH2:10]1)[N:11]1[C:12](=[O:24])[c:13]2[cH:14][cH:15][cH:16][c:17]([C:20]([F:21])([F:22])[F:23])[c:18]2[CH2:19]1)=[O:25].[ClH:29].[Li+:28].[O:30]1[CH2:31][CH2:32][CH2:33][CH2:34]1.[OH-:27].[OH2:26].[OH2:35]>>[O:2]=[C:3]([CH:4]([CH2:5][CH:6]1[CH2:7][CH2:8][CH2:9][CH2:10]1)[N:11]1[C:12](=[O:24])[c:13]2[cH:14][cH:15][cH:16][c:17]([C:20]([F:21])([F:22])[F:23])[c:18]2[CH2:19]1)[OH:25].